From a dataset of the Open Reaction Database (ORD), a public repository of structured organic reaction records. describe an organic reaction: reactants, conditions, products, and yield Starting materials: O1C(=CC=C1)C(=O)N1C(CCCCC1)=O (N-(2-furoyl)caprolactam), [N+](=O)([O-])C1=CC=C(O1)C(=O)O (5-nitro-2-furoic acid). Yields the product [N+](=O)([O-])C1=CC=C(O1)C(=O)N1C(CCCCC1)=O (N-(5-nitro-2-furoyl)caprolactam). Reaction SMILES: [O:1]1[CH:5]=[CH:4][CH:3]=[C:2]1[C:6]([N:8]1[CH2:14][CH2:13][CH2:12][CH2:11][CH2:10][C:9]1=[O:15])=[O:7].[N+:16](C1OC(C(O)=O)=CC=1)([O-:18])=[O:17]>>[N+:16]([C:5]1[O:1][C:2]([C:6]([N:8]2[CH2:14][CH2:13][CH2:12][CH2:11][CH2:10][C:9]2=[O:15])=[O:7])=[CH:3][CH:4]=1)([O-:18])=[O:17]. Procedure: Synthesized as for N-(2-furoyl)caprolactam (Example XI) using 5-nitro-2-furoic acid in place of 2-furoic acid. Starting materials: ClC=1C=C(C=CC1Cl)S(=O)(=O)N1C(CNC(C1)C)C (1-(3,4-dichlorophenylsulfonyl)-2,5-dimethylpiperazine), ClC1=NC=CC=C1Cl (2,3-dichloropyridine), C(C)(C)N(CC)C(C)C (diisopropylethylamine), CN(C)C=O (DMF). The solvent is C(C)(=O)OCC (ethyl acetate). The product is ClC=1C(=NC=CC1)N1C(CN(C(C1)C)S(=O)(=O)C1=CC(=C(C=C1)Cl)Cl)C (1-(3-chloropyridin-2-yl)-4-[(3,4-dichlorophenyl)sulfonyl]-2,5-dimethylpiperazine). The yield is 2.0%. As a reaction SMILES: [Cl:1][C:2]1[CH:3]=[C:4]([S:9]([N:12]2[CH2:17][CH:16]([CH3:18])[NH:15][CH2:14][CH:13]2[CH3:19])(=[O:11])=[O:10])[CH:5]=[CH:6][C:7]=1[Cl:8].Cl[C:21]1[C:26]([Cl:27])=[CH:25][CH:24]=[CH:23][N:22]=1.C(N(C(C)C)CC)(C)C.CN(C=O)C>C(OCC)(=O)C>[Cl:27][C:26]1[C:21]([N:15]2[CH2:14][CH:13]([CH3:19])[N:12]([S:9]([C:4]3[CH:5]=[CH:6][C:7]([Cl:8])=[C:2]([Cl:1])[CH:3]=3)(=[O:11])=[O:10])[CH2:17][CH:16]2[CH3:18])=[N:22][CH:23]=[CH:24][CH:25]=1. Procedure: 1-(3,4-dichlorophenylsulfonyl)-2,5-dimethylpiperazine (1.04 g, 3.22 mmol), 2,3-dichloropyridine (476.5 mg. 3.22 mmol), diisopropylethylamine (1.4 mL, 8.05 mmol) and DMF (1.2 mL) were charged to a microwave vial and the mixture was irradiated at 200° C. for 1 hour. Reaction was complete as determined by TLC. The reaction mixture was diluted with ethyl acetate and washed with water. After solvent evaporation crude product was purified with flash column chromatography to yield 1-(3-chloropyridin-2-... Starting materials: COC(=O)C1=NC(=C2C=C(C=NC2=C1O)CC1=CC=C(C=C1)F)I (3-(4-fluorobenzyl)-8-hydroxy-5-iodo[1,6]naphthyridine-7-carboxylic acid methyl ester), C1CCC2=NCCCN2CC1 (DBU), C(C1=CC=CC=C1)Br (benzylbromide), C(CC(O)(C(=O)O)CC(=O)O)(=O)O (citric acid), S(=O)(O)[O-].[Na+] (sodium hydrogen sulfite). The solvent is CN(C=O)C (dimethylformamide). Run at time 5 hour. The product is COC(=O)C1=NC(=C2C=C(C=NC2=C1OCC1=CC=CC=C1)CC1=CC=C(C=C1)F)I (8-benzyloxy-3-(4-fluorobenzyl)-5-iodo[1,6]naphthyridine-7-carboxylic acid methyl ester). The yield is 72.3%. As a reaction SMILES: [CH3:1][O:2][C:3]([C:5]1[C:14]([OH:15])=[C:13]2[C:8]([CH:9]=[C:10]([CH2:16][C:17]3[CH:22]=[CH:21][C:20]([F:23])=[CH:19][CH:18]=3)[CH:11]=[N:12]2)=[C:7]([I:24])[N:6]=1)=[O:4].C1CCN2C(=NCCC2)CC1.[CH2:36](Br)[C:37]1[CH:42]=[CH:41][CH:40]=[CH:39][CH:38]=1.C(O)(=O)CC(CC(O)=O)(C(O)=O)O.S([O-])(O)=O.[Na+]>CN(C)C=O>[CH3:1][O:2][C:3]([C:5]1[C:14]([O:15][CH2:36][C:37]2[CH:42]=[CH:41][CH:40]=[CH:39][CH:38]=2)=[C:13]2[C:8]([CH:9]=[C:10]([CH2:16][C:17]3[CH:22]=[CH:21][C:20]([F:23])=[CH:19][CH:18]=3)[CH:11]=[N:12]2)=[C:7]([I:24])[N:6]=1)=[O:4] |f:4.5|. Procedure details: To a dimethylformamide suspension (80 ml) of the above Compound 7 (8.76 g, 20 mmol) were added DBU (4.48 ml, 30 mmol) and benzylbromide (3.56 ml, 30 mmol), and the solution was stirred for 5 hours at room temperature. The reaction solution was added with 0.5M citric acid aqueous solution and 10% sodium hydrogen sulfite aqueous solution, and extracted twice with ethyl acetate. The organic phase was washed with water, saturated sodium hydrogen carbonate and saturated brine. After drying over anhyd... Starting materials: CC(C)(C)OC(=O)N1CCC(O)CC1, CCCCc1nnc(Cl)cc1-c1ccc(OCc2ccccc2)c(OC)c1, C1CCOC1, [H-], [Na+]. Yields the product CCCCc1nnc(OC2CCN(C(=O)OC(C)(C)C)CC2)cc1-c1ccc(OCc2ccccc2)c(OC)c1. Reaction SMILES: [C:1]([CH3:2])([CH3:3])([CH3:4])[O:5][C:6](=[O:7])[N:8]1[CH2:9][CH2:10][CH:11]([OH:14])[CH2:12][CH2:13]1.[CH2:17]([c:18]1[cH:19][cH:20][cH:21][cH:22][cH:23]1)[O:24][c:25]1[c:26]([O:42][CH3:43])[cH:27][c:28](-[c:31]2[c:32]([CH2:38][CH2:39][CH2:40][CH3:41])[n:33][n:34][c:35]([Cl:37])[cH:36]2)[cH:29][cH:30]1.[CH2:44]1[O:45][CH2:46][CH2:47][CH2:48]1.[H-:16].[Na+:15]>>[C:1]([CH3:2])([CH3:3])([CH3:4])[O:5][C:6](=[O:7])[N:8]1[CH2:9][CH2:10][CH:11]([O:14][c:35]2[n:34][n:33][c:32]([CH2:38][CH2:39][CH2:40][CH3:41])[c:31](-[c:28]3[cH:27][c:26]([O:42][CH3:43])[c:25]([O:24][CH2:17][c:18]4[cH:19][cH:20][cH:21][cH:22][cH:23]4)[cH:30][cH:29]3)[cH:36]2)[CH2:12][CH2:13]1. Reactants: OC=1C=C2C(C=C(OC2=CC1)C1=CC=CC=C1)=O (6-hydroxyflavone), BrCCCCCCl (1-bromo-5-chloropentane), CNC (dimethylamine). Yields the product CN(CCCCCOC=1C=CC2=C(C(C=C(O2)C2=CC=CC=C2)=O)C1)C (6-[5-(Dimethylamino)pentoxy]-2-phenyl-4H-1-benzopyran-4-one). Reaction SMILES: [OH:1][C:2]1[CH:3]=[C:4]2[C:9](=[CH:10][CH:11]=1)[O:8][C:7]([C:12]1[CH:17]=[CH:16][CH:15]=[CH:14][CH:13]=1)=[CH:6][C:5]2=[O:18].Br[CH2:20][CH2:21][CH2:22][CH2:23][CH2:24]Cl.[CH3:26][NH:27][CH3:28]>>[CH3:26][N:27]([CH3:28])[CH2:20][CH2:21][CH2:22][CH2:23][CH2:24][O:1][C:2]1[CH:11]=[CH:10][C:9]2[O:8][C:7]([C:12]3[CH:17]=[CH:16][CH:15]=[CH:14][CH:13]=3)=[CH:6][C:5](=[O:18])[C:4]=2[CH:3]=1. Reported procedure: The compound was prepared by the method of Example 3 from 6-hydroxyflavone, 1-bromo-5-chloropentane, and dimethylamine: mp 82°-83 ° C. Starting materials: C(=O)=O (carbon dioxide), CN1CCNCC1 (N-methylpiperazine), C(#N)CC(=O)O (cyanoacetic acid), C=O (formaldehyde), aqueous solution. The solvent is O1CCOCC1 (dioxan), O (water). Product: CN1CCN(CC1)CC(C#N)=C (2-(N-Methylpiperazinomethyl)-acrylonitrile). Reaction SMILES: [CH3:1][N:2]1[CH2:7][CH2:6][NH:5][CH2:4][CH2:3]1.[C:8]([CH2:10][C:11](O)=O)#[N:9].C=O.[C:16](=O)=O>O.O1CCOCC1>[CH3:1][N:2]1[CH2:7][CH2:6][N:5]([CH2:16][C:10](=[CH2:11])[C:8]#[N:9])[CH2:4][CH2:3]1. Procedure details: 0.5 Mole of N-methylpiperazine are added to 0.5 mole of cyanoacetic acid in 150 cc. of dioxan at a temperature kept at around 0° C. This is followed by the addition of 1 mole of formaldehyde in the form of a 30% aqueous solution. After the heat effect has abated, the mixture is stirred until there is no further evolution of carbon dioxide gas (approximately 2 hours). 200 cc. of water are then added, the product extracted with ether, dried over sodium sulphate and the ether removed in vacuo, foll... Starting materials: Cl (hydrochloride), NC1=C(C=C(C=C1F)C(CNC1CC1)=O)C#N (4'-amino-3'-cyano-2-cyclopropylamino-5'-fluoroacetophenone). Yields the product NC1=C(C=C(C=C1F)C(CNC1CC1)O)C#N (1-(4'-Amino-3'-cyano-5'-fluoro-phenyl)-2-cyclopropylamino-ethanol). As a reaction SMILES: Cl.[NH2:2][C:3]1[C:8]([F:9])=[CH:7][C:6]([C:10](=[O:16])[CH2:11][NH:12][CH:13]2[CH2:15][CH2:14]2)=[CH:5][C:4]=1[C:17]#[N:18]>>[NH2:2][C:3]1[C:8]([F:9])=[CH:7][C:6]([CH:10]([OH:16])[CH2:11][NH:12][CH:13]2[CH2:15][CH2:14]2)=[CH:5][C:4]=1[C:17]#[N:18]. Procedure details: m.p. of the hydrochloride: 188°-190° C. (decomp.), was prepared from 4'-amino-3'-cyano-2-cyclopropylamino-5'-fluoroacetophenone analogous to Example 49. The reactants are C(C)#N (acetonitrile), ClC1=CC(N(C(N1C)=O)C)=O (6-chloro-1,3-dimethyluracil), ClN1C(CCC1=O)=O (N-chlorosuccinimide). The solvent is O (water). Reaction conditions: temperature 5 celsius, time 1 hour. The product is ClC=1C(N(C(N(C1Cl)C)=O)C)=O (5,6-dichloro-1,3-dimethyluracil). The yield is 71.9%. Reaction SMILES: C(#N)C.[Cl:4][C:5]1[N:10]([CH3:11])[C:9](=[O:12])[N:8]([CH3:13])[C:7](=[O:14])[CH:6]=1.[Cl:15]N1C(=O)CCC1=O>O>[Cl:15][C:6]1[C:7](=[O:14])[N:8]([CH3:13])[C:9](=[O:12])[N:10]([CH3:11])[C:5]=1[Cl:4]. Reported procedure: To 70 ml of an acetonitrile solution containing 21 g of 6-chloro-1,3-dimethyluracil thus-obtained was added 16 g of N-chlorosuccinimide under cooling with ice (at the solution temperature of 5° C). The temperature was gradually raised to 35° C. After further stirring for 1 hour, 70 ml of water was added to the reaction solution, and the crystals thus-deposited were collected by filtration, washed with a cold solvent mixture of 18 ml of acetonitrile and 18 ml of water and dried to obtain 18 g of ... Starting materials: CCO, [Cl-], O=[N+]([O-])c1ccc(Oc2ccnc3cc(I)sc23)c(F)c1, [Fe], [NH4+], O. Product: Nc1ccc(Oc2ccnc3cc(I)sc23)c(F)c1. As a reaction SMILES: [CH3:25][CH2:26][OH:27].[Cl-:22].[F:1][c:2]1[c:3]([O:4][c:5]2[c:6]3[c:7]([n:8][cH:9][cH:10]2)[cH:11][c:12]([I:14])[s:13]3)[cH:15][cH:16][c:17]([N+:19]([O-:20])=[O:21])[cH:18]1.[Fe:24].[NH4+:23].[OH2:28]>>[F:1][c:2]1[c:3]([O:4][c:5]2[c:6]3[c:7]([n:8][cH:9][cH:10]2)[cH:11][c:12]([I:14])[s:13]3)[cH:15][cH:16][c:17]([NH2:19])[cH:18]1.